From a dataset of the Open Reaction Database (ORD), a public repository of structured organic reaction records. describe an organic reaction: reactants, conditions, products, and yield Starting materials: C(C1=CC=NC=C1)#N (isonicotinonitrile), OO (hydrogen peroxide), S(=S)(=O)([O-])[O-].[Na+].[Na+] (sodium thiosulfate), C1(CC1)NC(C1=C(C=C(C=C1)C1=CN=C2N1N=C(C=C2NCCC(F)(F)F)SC2=CC(=CC=C2)F)C)=O (N-cyclopropyl-4-{6-[(3-fluorophenyl) sulfanyl]-8-[(3,3,3-trifluoropropyl)amino]imidazo[1,2-b]pyridazin-3-yl}-2-methylbenzamide). The reagents and catalysts are C[Re](=O)(=O)=O (methyl(trioxo)rhenium). Solvent: ClCCl (dichloromethane). Run at temperature 23 celsius, time 2 day. Product: title compound A, C1(CC1)NC(C1=C(C=C(C=C1)C1=CN=C2N1N=C(C=C2NCCC(F)(F)F)S(=O)C2=CC(=CC=C2)F)C)=O ((RS)—N-cyclopropyl-4-{6-[(3-fluorophenyl)sulfinyl]-8-[(3,3,3-trifluoropropyl)amino]imidazo[1,2-b]pyridazin-3-yl}-2-methylbenzamide). Isolated yield 8.0%. Reaction SMILES: [CH:1]1([NH:4][C:5](=[O:37])[C:6]2[CH:11]=[CH:10][C:9]([C:12]3[N:16]4[N:17]=[C:18]([S:28][C:29]5[CH:34]=[CH:33][CH:32]=[C:31]([F:35])[CH:30]=5)[CH:19]=[C:20]([NH:21][CH2:22][CH2:23][C:24]([F:27])([F:26])[F:25])[C:15]4=[N:14][CH:13]=3)=[CH:8][C:7]=2[CH3:36])[CH2:3][CH2:2]1.C(#N)C1C=CN=CC=1.OO.S([O-])([O-])(=[O:50])=S.[Na+].[Na+]>ClCCl.C[Re](=O)(=O)=O>[CH:1]1([NH:4][C:5](=[O:37])[C:6]2[CH:11]=[CH:10][C:9]([C:12]3[N:16]4[N:17]=[C:18]([S:28]([C:29]5[CH:34]=[CH:33][CH:32]=[C:31]([F:35])[CH:30]=5)=[O:50])[CH:19]=[C:20]([NH:21][CH2:22][CH2:23][C:24]([F:26])([F:27])[F:25])[C:15]4=[N:14][CH:13]=3)=[CH:8][C:7]=2[CH3:36])[CH2:2][CH2:3]1 |f:3.4.5|. Reported procedure: To a solution of 50 mg (121 μmol) N-cyclopropyl-4-{6-[(3-fluorophenyl) sulfanyl]-8-[(3,3,3-trifluoropropyl)amino]imidazo[1,2-b]pyridazin-3-yl}-2-methylbenzamide, which was prepared according to intermediate example 209 in 1.0 mL dichloromethane were added 0.71 mg methyl(trioxo)rhenium, 1.77 mg isonicotinonitrile and 58 μL aqueous hydrogen peroxide (30%). The mixture was stirred for two days at 23° C., poured into sodium thiosulfate solution and extracted with dichloromethane. The organic phase w... Reactants: CON=C(C(=O)Cl)C(CBr)(OCC)OCC (2-Methoxyimino-3,3-diethoxy-4-bromobutyryl chloride), NC1[C@@H]2N(C(C(CS2)O)C(=O)O)C1=O (7-amino-3-hydroxycepham-4-carboxylic acid). Yields the product CON=C(C(=O)NC1[C@@H]2N(C(C(CS2)O)C(=O)O)C1=O)C(CBr)(OCC)OCC (7-(2-methoxyimino-3,3-diethoxy-4-bromobutyramido)-3-hydroxycepham-4-carboxylic acid). Isolated yield 118.2%. As a reaction SMILES: [CH3:1][O:2][N:3]=[C:4]([C:8]([O:14][CH2:15][CH3:16])([O:11][CH2:12][CH3:13])[CH2:9][Br:10])[C:5](Cl)=[O:6].[NH2:17][CH:18]1[C:29](=[O:30])[N:20]2[CH:21]([C:26]([OH:28])=[O:27])[CH:22]([OH:25])[CH2:23][S:24][C@H:19]12>>[CH3:1][O:2][N:3]=[C:4]([C:8]([O:14][CH2:15][CH3:16])([O:11][CH2:12][CH3:13])[CH2:9][Br:10])[C:5]([NH:17][CH:18]1[C:29](=[O:30])[N:20]2[CH:21]([C:26]([OH:28])=[O:27])[CH:22]([OH:25])[CH2:23][S:24][C@H:19]12)=[O:6]. Reported procedure: 2-Methoxyimino-3,3-diethoxy-4-bromobutyryl chloride (syn isomer, 400.5 g) and 7-amino-3-hydroxycepham-4-carboxylic acid (230 g) were treated in a similar manner to that of Example 41 to give 7-(2-methoxyimino-3,3-diethoxy-4-bromobutyramido)-3-hydroxycepham-4-carboxylic acid (syn isomer, 621 g). Reactants: CC(C)([O-])C.[K+] (potassium tert-butoxide), O1CCCC1 (tetrahydrofuran), ClC=1C=C(C(=O)C=2C(=NC=CC2)N(C(C)=O)C)C=CC1 (N-[3-(3-chlorobenzoyl)-2-pyridyl]-N-methylacetamide). Solvent: O (water). Conditions: time 30 minute. The product is ClC=1C=C(C=CC1)C1=CC(N(C2=NC=CC=C12)C)=O (4-(3-chlorophenyl)-1-methyl-1,8-naphthyridin-2(1H)-one). Isolated yield 52.4%. RXN SMILES: CC(C)([O-])C.[K+].O1CCCC1.[Cl:12][C:13]1[CH:14]=[C:15]([CH:29]=[CH:30][CH:31]=1)[C:16]([C:18]1[C:19]([N:24]([CH3:28])[C:25](=[O:27])[CH3:26])=[N:20][CH:21]=[CH:22][CH:23]=1)=O>O>[Cl:12][C:13]1[CH:14]=[C:15]([C:16]2[C:18]3[C:19](=[N:20][CH:21]=[CH:22][CH:23]=3)[N:24]([CH3:28])[C:25](=[O:27])[CH:26]=2)[CH:29]=[CH:30][CH:31]=1 |f:0.1|. Procedure details: Under ice-cooling, potassium tert-butoxide (623 mg, 5 mmol) was added to tetrahydrofuran (10 ml) solution of N-[3-(3-chlorobenzoyl)-2-pyridyl]-N-methylacetamide (1.40 g, 5 mmol), and the mixture was stirred at room temperature for 30 minutes. The reaction solution was mixed with water and extracted with ethyl acetate, and the organic layer was dried over anhydrous magnesium sulfate. After removing magnesium sulfate by filtration, the filtrate was concentrated under reduced pressure and the resul...